From a dataset of the Open Reaction Database (ORD), a public repository of structured organic reaction records. describe an organic reaction: reactants, conditions, products, and yield Starting materials: C1(=CC=CC=C1)CO[C@@H]1[C@@H](C=O)O[C@@H]([C@H]1OCC1=CC=CC=C1)COCC1=CC=CC=C1 (2,5-anhydro-3,4,6-tris-O-(phenylmethyl)-D-mannose), C=O (formalin), C([O-])([O-])=O.[K+].[K+] (potassium carbonate). Run in CO (methanol). The product is OCC1(CO)[C@@H](OCC2=CC=CC=C2)[C@H](OCC2=CC=CC=C2)[C@H](O1)COCC1=CC=CC=C1 (2,5-anhydro-2-C-(hydroxymethyl)-3,4,6-tris-O-(phenylmethyl)-D-glucitol). Reaction SMILES: [C:1]1([CH2:7][O:8][C@H:9]2[C@H:15]([O:16][CH2:17][C:18]3[CH:23]=[CH:22][CH:21]=[CH:20][CH:19]=3)[C@@H:14]([CH2:24][O:25][CH2:26][C:27]3[CH:32]=[CH:31][CH:30]=[CH:29][CH:28]=3)[O:13][C@@H:10]2[CH:11]=[O:12])[CH:6]=[CH:5][CH:4]=[CH:3][CH:2]=1.C=O.[C:35](=O)([O-])[O-:36].[K+].[K+]>CO>[OH:12][CH2:11][C:10]1([O:13][C@H:14]([CH2:24][O:25][CH2:26][C:27]2[CH:28]=[CH:29][CH:30]=[CH:31][CH:32]=2)[C@@H:15]([O:16][CH2:17][C:18]2[CH:19]=[CH:20][CH:21]=[CH:22][CH:23]=2)[C@@H:9]1[O:8][CH2:7][C:1]1[CH:6]=[CH:5][CH:4]=[CH:3][CH:2]=1)[CH2:35][OH:36] |f:2.3.4|. Procedure: In accordance with Flowchart F, 2,5-anhydro-3,4,6-tris-O-(phenylmethyl)-D-mannose 29 is reacted with formalin and potassium carbonate in methanol at about 85° C. under an inert atmosphere, then acidified, giving 2,5-anhydro-2-C-(hydroxymethyl)-3,4,6-tris-O-(phenylmethyl)-D-glucitol 42. which is reacted with borontrifluoride etherate in acetic anhydride at reduced temperature followed by treatment with sodium bicarbonate, giving 2-C-[(acetyloxy)methyl]-2,5-anhydro-3,4-bis-O-(phenylmethyl)-D-gluci... Starting materials: C1(CCC(N1)=O)=O (succinimide), CCN(C(C)C)C(C)C (Hunig's base), BrCC1=CC=C2C(=CC(=NC2=C1)C#N)Cl (7-(Bromomethyl)-4-chloroquinoline-2-carbonitrile). The solvent is C(C)#N (acetonitrile). Reaction conditions: temperature 100 celsius. Yields the product ClC1=CC(=NC2=CC(=CC=C12)CN1C(CCC1=O)=O)C#N (4-Chloro-7-[(2,5-dioxopyrrolidin-1-yl)methyl]quinoline-2-carbonitrile). Reaction SMILES: [C:1]1(=[O:7])[NH:5][C:4](=[O:6])[CH2:3][CH2:2]1.CCN(C(C)C)C(C)C.Br[CH2:18][C:19]1[CH:28]=[C:27]2[C:22]([C:23]([Cl:31])=[CH:24][C:25]([C:29]#[N:30])=[N:26]2)=[CH:21][CH:20]=1>C(#N)C>[Cl:31][C:23]1[C:22]2[C:27](=[CH:28][C:19]([CH2:18][N:5]3[C:4](=[O:6])[CH2:3][CH2:2][C:1]3=[O:7])=[CH:20][CH:21]=2)[N:26]=[C:25]([C:29]#[N:30])[CH:24]=1. Procedure: To a room temperature solution of succinimide (4.22 g, 42.6 mmol, 1.2 equiv.) in anhydrous acetonitrile (89 mL, 0.4 M) was added Hunig's base (12.4 ml, 71.0 mmol, 2.0 equiv.) and 7-(bromomethyl)-4-chloroquinoline-2-carbonitrile (2-4, 10.0 g, 35.5 mmol). The resulting mixture was warmed in the microwave to 100° C. for 1 h. The reaction was then cooled to 0° C. and a precipitate formed. The solids were then collected by vacuum filtration and washed with cold acetonitrile to afford 4-chloro-7-[(2,5... Reactants: O=C([O-])[O-], c1ccc2c(c1)CCN2, CN(C)C=O, COC(=O)OC, [K+], [K+], O. Product: CN1CCc2ccccc21. As a reaction SMILES: [C:10](=[O:11])([O-:12])[O-:13].[CH2:1]1[CH2:2][c:3]2[cH:4][cH:5][cH:6][cH:7][c:8]2[NH:9]1.[CH3:16][N:17]([CH3:18])[CH:19]=[O:20].[CH3:21][O:22][C:23]([O:24][CH3:25])=[O:26].[K+:14].[K+:15].[OH2:27]>>[CH2:1]1[CH2:2][c:3]2[cH:4][cH:5][cH:6][cH:7][c:8]2[N:9]1[CH3:10].